From a dataset of the Open Reaction Database (ORD), a public repository of structured organic reaction records. describe an organic reaction: reactants, conditions, products, and yield The reactants are C1(CC1)COC1=C(C=CC=C1OC)/C=C/C=1N=C2N(C(C1I)=O)C=CS2 (7-{(E)-2-[2-(Cyclopropylmethoxy)-3-methoxyphenyl]vinyl}-6-iodo-5H-[1,3]thiazolo[3,2-a]pyrimidin-5-one), C1(CC1)COC1=C(C=CC=C1OC)/C=C/C=1N=C2N(C(C1I)=O)C=CS2 (7-{(E)-2-[2-(Cyclopropylmethoxy)-3-methoxyphenyl]vinyl}-6-iodo-5H-[1,3]thiazolo[3,2-a]pyrimidin-5-one), (2-isobutoxy-3-methoxy)benzaldehyde, [H-].[Na+] (NaH). Run in CS(=O)C (DMSO). Yields the product C(C(C)C)OC1=C(C=CC=C1OC)/C=C/C=1N=C2N(C(C1)=O)C=CS2 (7-[(E)-2-(2-Isobutoxy-3-methoxyphenyl)vinyl]-5H-[1,3]thiazolo[3,2-a]pyrimidin-5-one). Yield: 64.9%. RXN SMILES: [CH:1]1([CH2:4][O:5][C:6]2[C:11]([O:12][CH3:13])=[CH:10][CH:9]=[CH:8][C:7]=2/[CH:14]=[CH:15]/[C:16]2[N:17]=[C:18]3[S:26][CH:25]=[CH:24][N:19]3[C:20](=[O:23])[C:21]=2I)[CH2:3][CH2:2]1.[H-].[Na+]>CS(C)=O>[CH2:4]([O:5][C:6]1[C:11]([O:12][CH3:13])=[CH:10][CH:9]=[CH:8][C:7]=1/[CH:14]=[CH:15]/[C:16]1[N:17]=[C:18]2[S:26][CH:25]=[CH:24][N:19]2[C:20](=[O:23])[CH:21]=1)[CH:1]([CH3:3])[CH3:2] |f:1.2|. Procedure details: This compound was prepared using Step 2 intermediate from Intermediate 2 (1.00 g, 2.160 mmol), (2-isobutoxy-3-methoxy)benzaldehyde (494 mg, 2.376 mmol) and NaH (95 mg, 3.958 mmol) in dry DMSO (10 ml) according to the procedure outlined in Intermediate 2, Step 3 to yield a crude residue which was purified by column chromatography using 2% ethyl acetate in DCM to afford the 500 mg of the desired compound as a white solid: 1H NMR (300 MHz, DMSO-d6) 1.05 (d, J=6.9 Hz, 6H), 2.01-2.06 (m, 1H), 3.69 (d...